This data is from the Open Reaction Database (ORD), a public repository of structured organic reaction records. The task is: describe an organic reaction: reactants, conditions, products, and yield RXN SMILES: [Al+3:2].[H-:1].[H-:4].[H-:5].[H-:6].[Li+:3].[O:39]1[CH2:40][CH2:41][CH2:42][CH2:43]1.[c:7]1(-[c:13]2[n:14][c:15]([S:24][CH2:25][CH2:26][CH2:27][CH2:28][C:29](=[O:30])[NH:31][CH2:32][CH2:33][CH2:34][CH2:35][CH2:36][CH2:37][CH3:38])[nH:16][c:17]2-[c:18]2[cH:19][cH:20][cH:21][cH:22][cH:23]2)[cH:8][cH:9][cH:10][cH:11][cH:12]1>>[c:7]1(-[c:13]2[n:14][c:15]([S:24][CH2:25][CH2:26][CH2:27][CH2:28][CH2:29][NH:31][CH2:32][CH2:33][CH2:34][CH2:35][CH2:36][CH2:37][CH3:38])[nH:16][c:17]2-[c:18]2[cH:19][cH:20][cH:21][cH:22][cH:23]2)[cH:8][cH:9][cH:10][cH:11][cH:12]1. Product: CCCCCCCNCCCCCSc1nc(-c2ccccc2)c(-c2ccccc2)[nH]1. The reactants are [Al+3], [H-], [H-], [H-], [H-], [Li+], C1CCOC1, CCCCCCCNC(=O)CCCCSc1nc(-c2ccccc2)c(-c2ccccc2)[nH]1. Starting materials: [BH4-], CCO, CCCCC(=O)c1c(-c2ccc3cc(OC)ccc3c2)oc2ccccc12, [Na+]. Product: CCCCC(O)c1c(-c2ccc3cc(OC)ccc3c2)oc2ccccc12. Reaction SMILES: [BH4-:1].[CH3:30][CH2:31][OH:32].[CH3:3][O:4][c:5]1[cH:6][c:7]2[cH:8][cH:9][c:10](-[c:15]3[o:16][c:17]4[c:18]([c:19]3[C:20]([CH2:21][CH2:22][CH2:23][CH3:24])=[O:25])[cH:26][cH:27][cH:28][cH:29]4)[cH:11][c:12]2[cH:13][cH:14]1.[Na+:2]>>[CH3:3][O:4][c:5]1[cH:6][c:7]2[cH:8][cH:9][c:10](-[c:15]3[o:16][c:17]4[c:18]([c:19]3[CH:20]([CH2:21][CH2:22][CH2:23][CH3:24])[OH:25])[cH:26][cH:27][cH:28][cH:29]4)[cH:11][c:12]2[cH:13][cH:14]1. Starting materials: C[Si](C)(C)CCOCn1c(-c2ccc(OCc3ccccc3)cc2)cc2c(Oc3ccc(NC(=O)NC4CC4)c(F)c3)ncnc21, CCO, C1CCOC1, O=[Pt]. Product: C[Si](C)(C)CCOCn1c(-c2ccc(O)cc2)cc2c(Oc3ccc(NC(=O)NC4CC4)c(F)c3)ncnc21. RXN SMILES: [CH2:1]([c:2]1[cH:3][cH:4][cH:5][cH:6][cH:7]1)[O:8][c:9]1[cH:10][cH:11][c:12](-[c:15]2[cH:16][c:17]3[c:18]([n:19][cH:20][n:21][c:22]3[O:23][c:24]3[cH:25][c:26]([F:37])[c:27]([NH:30][C:31](=[O:32])[NH:33][CH:34]4[CH2:35][CH2:36]4)[cH:28][cH:29]3)[n:38]2[CH2:39][O:40][CH2:41][CH2:42][Si:43]([CH3:44])([CH3:45])[CH3:46])[cH:13][cH:14]1.[CH3:47][CH2:48][OH:49].[O:50]1[CH2:51][CH2:52][CH2:53][CH2:54]1.[Pt:55]=[O:56]>>[OH:8][c:9]1[cH:10][cH:11][c:12](-[c:15]2[cH:16][c:17]3[c:18]([n:19][cH:20][n:21][c:22]3[O:23][c:24]3[cH:25][c:26]([F:37])[c:27]([NH:30][C:31](=[O:32])[NH:33][CH:34]4[CH2:35][CH2:36]4)[cH:28][cH:29]3)[n:38]2[CH2:39][O:40][CH2:41][CH2:42][Si:43]([CH3:44])([CH3:45])[CH3:46])[cH:13][cH:14]1. Reactants: CC(C)(C)OC(=O)N(CCC1CC1)Cc1ccc(Oc2ccc3c(c2)OC(C)(C)OC3=O)c(F)c1, CC(C)O, N. Product: CC(C)(C)OC(=O)N(CCC1CC1)Cc1ccc(Oc2ccc(C(N)=O)c(O)c2)c(F)c1. Reaction SMILES: [C:1]([CH3:2])([CH3:3])([CH3:4])[O:5][C:6]([N:7]([CH2:8][c:9]1[cH:10][c:11]([F:29])[c:12]([O:15][c:16]2[cH:17][c:18]3[c:19]([cH:27][cH:28]2)[C:20](=[O:22])[O:21][C:24]([CH3:25])([CH3:26])[O:23]3)[cH:13][cH:14]1)[CH2:30][CH2:31][CH:32]1[CH2:33][CH2:34]1)=[O:35].[CH:37]([OH:38])([CH3:39])[CH3:40].[NH3:36]>>[C:1]([CH3:2])([CH3:3])([CH3:4])[O:5][C:6]([N:7]([CH2:8][c:9]1[cH:10][c:11]([F:29])[c:12]([O:15][c:16]2[cH:17][c:18]([OH:23])[c:19]([C:20](=[O:21])[NH2:36])[cH:27][cH:28]2)[cH:13][cH:14]1)[CH2:30][CH2:31][CH:32]1[CH2:33][CH2:34]1)=[O:35]. The reactants are CI, CN(C)C=O, COC(=O)COc1cccc2c1CCC(CNC(=O)OC(c1ccccc1)c1ccccc1)C2, [H-], [Na+]. The product is COC(=O)COc1cccc2c1CCC(CN(C)C(=O)OC(c1ccccc1)c1ccccc1)C2. Reaction SMILES: [CH3:37][I:38].[CH3:39][N:40]([CH3:41])[CH:42]=[O:43].[CH3:3][O:4][C:5](=[O:6])[CH2:7][O:8][c:9]1[c:10]2[c:15]([cH:16][cH:17][cH:18]1)[CH2:14][CH:13]([CH2:19][NH:20][C:21]([O:22][CH:23]([c:24]1[cH:25][cH:26][cH:27][cH:28][cH:29]1)[c:30]1[cH:31][cH:32][cH:33][cH:34][cH:35]1)=[O:36])[CH2:12][CH2:11]2.[H-:1].[Na+:2]>>[CH3:3][O:4][C:5](=[O:6])[CH2:7][O:8][c:9]1[c:10]2[c:15]([cH:16][cH:17][cH:18]1)[CH2:14][CH:13]([CH2:19][N:20]([C:21]([O:22][CH:23]([c:24]1[cH:25][cH:26][cH:27][cH:28][cH:29]1)[c:30]1[cH:31][cH:32][cH:33][cH:34][cH:35]1)=[O:36])[CH3:37])[CH2:12][CH2:11]2.